This data is from the Open Reaction Database (ORD), a public repository of structured organic reaction records. The task is: describe an organic reaction: reactants, conditions, products, and yield As a reaction SMILES: [CH2:23]1[O:24][CH2:25][CH2:26][O:27][CH2:28]1.[Cl:1][c:2]1[cH:3][cH:4][c:5]2[c:6]([n:7]([CH2:13][CH:14]=[CH2:15])[c:8](=[O:12])[n:9][n+:10]2[O-:11])[cH:16]1.[I+3:17]([O-:18])([O-:19])([O-:20])[O-:21].[Na+:22].[OH2:29]>>[Cl:1][c:2]1[cH:3][cH:4][c:5]2[c:6]([n:7]([CH2:13][CH:14]=[O:18])[c:8](=[O:12])[n:9][n+:10]2[O-:11])[cH:16]1. Reactants: C1COCCO1, C=CCn1c(=O)n[n+]([O-])c2ccc(Cl)cc21, [O-][I+3]([O-])([O-])[O-], [Na+], O. Product: O=CCn1c(=O)n[n+]([O-])c2ccc(Cl)cc21. The reactants are CC(C)(C)CCCC[O-], CC(C)(C)O, CN(C)c1cccc(CO)c1, O=C(Nc1cc(C(F)(F)F)cc(C(F)(F)F)c1)N1CCN(c2nsnc2Cl)CC1, [K+]. Product: CN(C)c1cccc(COc2nsnc2N2CCN(C(=O)Nc3cc(C(F)(F)F)cc(C(F)(F)F)c3)CC2)c1. Reaction SMILES: [C:41]([CH2:42][CH2:43][CH2:44][CH2:45][O-:46])([CH3:47])([CH3:48])[CH3:49].[C:51]([OH:52])([CH3:53])([CH3:54])[CH3:55].[CH3:30][N:31]([c:32]1[cH:33][c:34]([CH2:38][OH:39])[cH:35][cH:36][cH:37]1)[CH3:40].[F:1][C:2]([c:3]1[cH:4][c:5]([NH:13][C:14](=[O:15])[N:16]2[CH2:17][CH2:18][N:19]([c:22]3[n:23][s:24][n:25][c:26]3[Cl:27])[CH2:20][CH2:21]2)[cH:6][c:7]([C:9]([F:10])([F:11])[F:12])[cH:8]1)([F:28])[F:29].[K+:50]>>[F:1][C:2]([c:3]1[cH:4][c:5]([NH:13][C:14](=[O:15])[N:16]2[CH2:17][CH2:18][N:19]([c:22]3[n:23][s:24][n:25][c:26]3[O:39][CH2:38][c:34]3[cH:33][c:32]([N:31]([CH3:30])[CH3:40])[cH:37][cH:36][cH:35]3)[CH2:20][CH2:21]2)[cH:6][c:7]([C:9]([F:10])([F:11])[F:12])[cH:8]1)([F:28])[F:29]. The reactants are CN(C)C=O, COc1cc(O)c([N+](=O)[O-])cc1[N+](=O)[O-], Cl. Yields the product O=[N+]([O-])c1cc([N+](=O)[O-])c(O)cc1O. Reaction SMILES: [CH3:17][N:18]([CH3:19])[CH:20]=[O:21].[CH3:1][O:2][c:3]1[c:4]([N+:13](=[O:14])[O-:15])[cH:5][c:6]([N+:10](=[O:11])[O-:12])[c:7]([OH:9])[cH:8]1.[ClH:16]>>[OH:2][c:3]1[c:4]([N+:13](=[O:14])[O-:15])[cH:5][c:6]([N+:10](=[O:11])[O-:12])[c:7]([OH:9])[cH:8]1. Reactants: ClC(Cl)(Cl)Cl, COc1ccc(-c2cc3cc(OC)cc(C=O)c3o2)cc1, ClCCl, c1ccc(P(c2ccccc2)c2ccccc2)cc1. The product is COc1ccc(-c2cc3cc(OC)cc(C=C(Cl)Cl)c3o2)cc1. As a reaction SMILES: [C:41]([Cl:42])([Cl:43])([Cl:44])[Cl:45].[CH3:1][O:2][c:3]1[cH:4][c:5]([CH:20]=[O:21])[c:6]2[c:7]([cH:8][c:9](-[c:11]3[cH:12][cH:13][c:14]([O:17][CH3:18])[cH:15][cH:16]3)[o:10]2)[cH:19]1.[Cl:46][CH2:47][Cl:48].[c:22]1([P:23]([c:24]2[cH:25][cH:26][cH:27][cH:28][cH:29]2)[c:30]2[cH:31][cH:32][cH:33][cH:34][cH:35]2)[cH:36][cH:37][cH:38][cH:39][cH:40]1>>[CH3:1][O:2][c:3]1[cH:4][c:5]([CH:20]=[C:41]([Cl:42])[Cl:43])[c:6]2[c:7]([cH:8][c:9](-[c:11]3[cH:12][cH:13][c:14]([O:17][CH3:18])[cH:15][cH:16]3)[o:10]2)[cH:19]1. Starting materials: NC(=S)N (thiourea), C(C)O (ethanol), [OH-].[Na+] (sodium hydroxide), Cl.Cl.ClC1=CC=C(C=C1)CCCCN1CCN(CC1)CCCCl (1-[4-(4-chlorophenyl)butyl]-4-(3-chloropropyl)piperazine dihydrochloride), reagent. The solvent is O (water). The product is Cl.Cl.ClC1=CC=C(C=C1)CCCCN1CCN(CC1)CCCS (3-{4-[4-(4-chlorophenyl)butyl]piperazin-1-yl}propanethiol dihydrochloride). The yield is 30.2%. RXN SMILES: NC(N)=[S:3].[ClH:5].Cl.[Cl:7][C:8]1[CH:13]=[CH:12][C:11]([CH2:14][CH2:15][CH2:16][CH2:17][N:18]2[CH2:23][CH2:22][N:21]([CH2:24][CH2:25][CH2:26]Cl)[CH2:20][CH2:19]2)=[CH:10][CH:9]=1.C(O)C.[OH-].[Na+]>O>[ClH:7].[ClH:5].[Cl:7][C:8]1[CH:13]=[CH:12][C:11]([CH2:14][CH2:15][CH2:16][CH2:17][N:18]2[CH2:23][CH2:22][N:21]([CH2:24][CH2:25][CH2:26][SH:3])[CH2:20][CH2:19]2)=[CH:10][CH:9]=1 |f:1.2.3,5.6,8.9.10|. Procedure: The procedure described in Example 1(b) was followed, using 1.0 g of thiourea, 4.0 g of 1-[4-(4-chlorophenyl)butyl]-4-(3-chloropropyl)piperazine dihydrochloride and 50 ml of reagent ethanol. The hydrolysis was effected with 4.0 g of sodium hydroxide in 50 ml of water. Work-up of the free base, as described above followed by purification on a silica gel column (methylene chloride:methanol, 97:3), precipitation as the hydrochloride salt and recrystallization from reagent ethanol, gave 0.6 g (16% o... Reactants: C1(CC1)CN1C(=NC2=C1C=CC(=C2)S(=O)(=O)CC2CCNCC2)CC(C)(C)C (1-(cyclopropylmethyl)-2-neopentyl-5-(piperidin-4-ylmethylsulfonyl)-1H-benzo[d]imidazole), S(=O)(=O)(N)N (sulfamide). Solvent: O1CCOCC1 (1,4-dioxane). The product is C1(CC1)CN1C(=NC2=C1C=CC(=C2)S(=O)(=O)CC2CCN(CC2)S(=O)(=O)N)CC(C)(C)C (4-{[1-(cyclopropylmethyl)-2-(2,2-dimethylpropyl)-1H-1,3-benzodiazole-5-sulfonyl]methyl}piperidine-1-sulfonamide). RXN SMILES: [CH:1]1([CH2:4][N:5]2[C:9]3[CH:10]=[CH:11][C:12]([S:14]([CH2:17][CH:18]4[CH2:23][CH2:22][NH:21][CH2:20][CH2:19]4)(=[O:16])=[O:15])=[CH:13][C:8]=3[N:7]=[C:6]2[CH2:24][C:25]([CH3:28])([CH3:27])[CH3:26])[CH2:3][CH2:2]1.[S:29](N)([NH2:32])(=[O:31])=[O:30]>O1CCOCC1>[CH:1]1([CH2:4][N:5]2[C:9]3[CH:10]=[CH:11][C:12]([S:14]([CH2:17][CH:18]4[CH2:19][CH2:20][N:21]([S:29]([NH2:32])(=[O:31])=[O:30])[CH2:22][CH2:23]4)(=[O:15])=[O:16])=[CH:13][C:8]=3[N:7]=[C:6]2[CH2:24][C:25]([CH3:28])([CH3:27])[CH3:26])[CH2:2][CH2:3]1. Procedure: The mixture of 1-(cyclopropylmethyl)-2-(2,2-dimethylpropyl)-5-[(piperidin-4-ylmethane)sulfonyl]-1,3-benzodiazole (STEP D of Example 5, 25 mg, 0.062 mmol), sulfamide (15 mg, 0.16 mmol)and 1,4-dioxane was refluxed for 6 h. The reaction mixture was concentrated in vacuo and extracted with ethyl acetate (20 mL) and water (30 mL). The organic layer was washed with water (20 mL) and brine (15 mL), dried over magnesium sulfate. The crude product (27 mg) was purified by prep LC-MS(“process A”). The reactants are CS(=O)(=O)C(CCCCCCC(=O)O)CCCC(CCCCC)O (8-methylsulfonyl-12-hydroxyheptadecanoic acid), CSC(CCCCOCC(=O)O)CCCC(CCCCC)O (5-methylthio-9-hydroxytetradecyloxyacetic acid). Yields the product CS(=O)(=O)C(CCCCOCC(=O)O)CCCC(CCCCC)O (5-methylsulfonyl-9-hydroxytetradecyloxyacetic acid). Reaction SMILES: [CH3:1][S:2]([CH:5]([CH2:15][CH2:16][CH2:17][CH:18]([OH:24])[CH2:19][CH2:20][CH2:21][CH2:22][CH3:23])[CH2:6][CH2:7][CH2:8][CH2:9]CCC(O)=O)(=[O:4])=[O:3].CSC(CCCC(O)CCCCC)CCCC[O:32][CH2:33][C:34]([OH:36])=[O:35]>>[CH3:1][S:2]([CH:5]([CH2:15][CH2:16][CH2:17][CH:18]([OH:24])[CH2:19][CH2:20][CH2:21][CH2:22][CH3:23])[CH2:6][CH2:7][CH2:8][CH2:9][O:32][CH2:33][C:34]([OH:36])=[O:35])(=[O:3])=[O:4]. Procedure: This compound is prepared essentially by the method described in Example 2 except that the 8-methylthio-12-hydroxyheptadecanoic acid of Example 2 is replaced by 5-methylthio-9-hydroxytetradecyloxyacetic acid. The product is purified by chromatography on silica gel and is obtained as a very viscous yellowish oil.